From a dataset of the Open Reaction Database (ORD), a public repository of structured organic reaction records. describe an organic reaction: reactants, conditions, products, and yield Reactants: C1(=CC=CC=C1)S(=O)(=O)C1=CC=C(C=C1)NC=1C2=C(N=CN1)C=NC(=C2)C2=CC=C(O2)C=O (5-(4-((4-Benzenesulphonyl-phenyl)amino)-pyrido[3,4-d]pyrimidin-6-yl)-furan-2-carbaldehyde), CSCCN ((methylthio)ethylamine), ClCCl (dichloromethane). Product: Cl.Cl.C1(=CC=CC=C1)S(=O)(=O)C1=CC=C(C=C1)NC=1C2=C(N=CN1)C=NC(=C2)C=2OC(=CC2)CNCCSC ((4-Benzenesulphonyl-phenyl)-(6-(5-((2-methylthio-ethylamino)-methyl)-furan-2-yl)-pyrido[3,4-d]pyrimidin-4-yl)-amine dihydrochloride). Reaction SMILES: [C:1]1([S:7]([C:10]2[CH:15]=[CH:14][C:13]([NH:16][C:17]3[C:18]4[CH:26]=[C:25]([C:27]5[O:31][C:30]([CH:32]=O)=[CH:29][CH:28]=5)[N:24]=[CH:23][C:19]=4[N:20]=[CH:21][N:22]=3)=[CH:12][CH:11]=2)(=[O:9])=[O:8])[CH:6]=[CH:5][CH:4]=[CH:3][CH:2]=1.[CH3:34][S:35][CH2:36][CH2:37][NH2:38].[Cl:39]CCl>>[ClH:39].[ClH:39].[C:1]1([S:7]([C:10]2[CH:11]=[CH:12][C:13]([NH:16][C:17]3[C:18]4[CH:26]=[C:25]([C:27]5[O:31][C:30]([CH2:32][NH:38][CH2:37][CH2:36][S:35][CH3:34])=[CH:29][CH:28]=5)[N:24]=[CH:23][C:19]=4[N:20]=[CH:21][N:22]=3)=[CH:14][CH:15]=2)(=[O:8])=[O:9])[CH:6]=[CH:5][CH:4]=[CH:3][CH:2]=1 |f:3.4.5|. Procedure: 5-(4-((4-Benzenesulphonyl-phenyl)amino)-pyrido[3,4-d]pyrimidin-6-yl)-furan-2-carbaldehyde (250 mg) and (methylthio)ethylamine (185 mg)) in dichloromethane (5 ml) were reacted together as in Procedure D. Purification using a Bond Elut™ cartridge, gave a yellow solid (245 mg), 70 mg of which was converted to the hydrochloride salt, (yellow solid, 68 mg); m/z 532 (M+1)+. Starting materials: O=C(Cl)c1ccccc1, O=C([O-])O, ClCCl, CCOC(C)=O, [Na+], CN1CCN(c2cccc3ccc(O)cc23)CC1. Yields the product CN1CCN(c2cccc3ccc(OC(=O)c4ccccc4)cc23)CC1. Reaction SMILES: [C:19]([c:20]1[cH:21][cH:22][cH:23][cH:24][cH:25]1)(=[O:26])[Cl:27].[C:31](=[O:32])([OH:33])[O-:34].[CH2:28]([Cl:29])[Cl:30].[CH3:36][CH2:37][O:38][C:39](=[O:40])[CH3:41].[Na+:35].[OH:1][c:2]1[cH:3][cH:4][c:5]2[cH:6][cH:7][cH:8][c:9]([N:12]3[CH2:13][CH2:14][N:15]([CH3:18])[CH2:16][CH2:17]3)[c:10]2[cH:11]1>>[O:1]([c:2]1[cH:3][cH:4][c:5]2[cH:6][cH:7][cH:8][c:9]([N:12]3[CH2:13][CH2:14][N:15]([CH3:18])[CH2:16][CH2:17]3)[c:10]2[cH:11]1)[C:19]([c:20]1[cH:21][cH:22][cH:23][cH:24][cH:25]1)=[O:26]. Starting materials: C1CCOC1, CC(=O)O, COC(=O)c1nccc(Sc2cnc(Nc3ccc([N+](=O)[O-])cn3)s2)c1F. Product: COC(=O)c1nccc(Sc2cnc(Nc3ccc(N)cn3)s2)c1F. As a reaction SMILES: [CH2:32]1[O:33][CH2:34][CH2:35][CH2:36]1.[CH3:28][C:29](=[O:30])[OH:31].[F:1][c:2]1[c:3]([C:24](=[O:25])[O:26][CH3:27])[n:4][cH:5][cH:6][c:7]1[S:8][c:9]1[cH:10][n:11][c:12]([NH:14][c:15]2[n:16][cH:17][c:18]([N+:21]([O-:22])=[O:23])[cH:19][cH:20]2)[s:13]1>>[F:1][c:2]1[c:3]([C:24](=[O:25])[O:26][CH3:27])[n:4][cH:5][cH:6][c:7]1[S:8][c:9]1[cH:10][n:11][c:12]([NH:14][c:15]2[n:16][cH:17][c:18]([NH2:21])[cH:19][cH:20]2)[s:13]1. Starting materials: BrC=1C=C2C(=C(N(C(C2=CC1)=O)CC1CC1)CO)OCCCC (6-bromo-4-butoxy-2-cyclopropylmethyl-3-hydroxymethyl-1(2H)-isoquinolinone), S(=O)(Cl)Cl (thionyl chloride), C(O)([O-])=O.[Na+] (sodium hydrogencarbonate). Run in C1(=CC=CC=C1)C (toluene). Product: BrC=1C=C2C(=C(N(C(C2=CC1)=O)CC1CC1)CCl)OCCCC (6-bromo-4-butoxy-3-chloromethyl-2-cyclopropylmethyl-1(2H)-isoquinolinone). The yield is 95.6%. Reaction SMILES: [Br:1][C:2]1[CH:3]=[C:4]2[C:9](=[CH:10][CH:11]=1)[C:8](=[O:12])[N:7]([CH2:13][CH:14]1[CH2:16][CH2:15]1)[C:6]([CH2:17]O)=[C:5]2[O:19][CH2:20][CH2:21][CH2:22][CH3:23].S(Cl)([Cl:26])=O.C(=O)([O-])O.[Na+]>C1(C)C=CC=CC=1>[Br:1][C:2]1[CH:3]=[C:4]2[C:9](=[CH:10][CH:11]=1)[C:8](=[O:12])[N:7]([CH2:13][CH:14]1[CH2:16][CH2:15]1)[C:6]([CH2:17][Cl:26])=[C:5]2[O:19][CH2:20][CH2:21][CH2:22][CH3:23] |f:2.3|. Reported procedure: To a solution of 6-bromo-4-butoxy-2-cyclopropylmethyl-3-hydroxymethyl-1(2H)-isoquinolinone (5.70 g, 15 mmol) in toluene (50 mL) was added thionyl chloride (2.2 mL, 30 mmol). The obtained mixture was refluxed under heating for 2 h. The reaction mixture was poured into saturated aqueous sodium hydrogencarbonate solution, and extracted with ethyl acetate. The extract was washed with brine, dried over anhydrous magnesium sulfate and concentrated under reduced pressure to give 6-bromo-4-butoxy-3-chlo... Reactants: N[C@@H]1CC[C@H](CC1)NC(=O)C1=CNC2=C1N=CN=C2C2=C(C=CC(=C2)C)OCC2CC2 (trans-4-(2-cyclopropylmethoxy-5-methyl-phenyl)-5H-pyrrolo[3,2-d]pyrimidine-7-carboxylic acid (4-amino-cyclohexyl)-amide), COCC(=O)Cl (methoxy-acetyl chloride). Yields the product COCC(=O)N[C@@H]1CC[C@H](CC1)NC(=O)C1=CNC2=C1N=CN=C2C2=C(C=CC(=C2)C)OCC2CC2 (trans-4-(2-Cyclopropylmethoxy-5-methyl-phenyl)-5H-pyrrolo[3,2-d]pyrimidine-7-carboxylic acid [4-(2-methoxy-acetylamino)-cyclohexyl]-amide). RXN SMILES: [NH2:1][C@H:2]1[CH2:7][CH2:6][C@H:5]([NH:8][C:9]([C:11]2[C:15]3[N:16]=[CH:17][N:18]=[C:19]([C:20]4[CH:25]=[C:24]([CH3:26])[CH:23]=[CH:22][C:21]=4[O:27][CH2:28][CH:29]4[CH2:31][CH2:30]4)[C:14]=3[NH:13][CH:12]=2)=[O:10])[CH2:4][CH2:3]1.[CH3:32][O:33][CH2:34][C:35](Cl)=[O:36]>>[CH3:32][O:33][CH2:34][C:35]([NH:1][C@H:2]1[CH2:7][CH2:6][C@H:5]([NH:8][C:9]([C:11]2[C:15]3[N:16]=[CH:17][N:18]=[C:19]([C:20]4[CH:25]=[C:24]([CH3:26])[CH:23]=[CH:22][C:21]=4[O:27][CH2:28][CH:29]4[CH2:30][CH2:31]4)[C:14]=3[NH:13][CH:12]=2)=[O:10])[CH2:4][CH2:3]1)=[O:36]. Procedure details: Starting from trans-4-(2-cyclopropylmethoxy-5-methyl-phenyl)-5H-pyrrolo[3,2-d]pyrimidine-7-carboxylic acid (4-amino-cyclohexyl)-amide (example A170) and methoxy-acetyl chloride the title compound is obtained as colorless solid. Starting materials: N1N=NC=C1 (1,2,3-Triazole), [I-].[Na+] (sodium iodide), [OH-].[Na+] (sodium hydroxide), ClCCC1=CC=CC=C1 (1-Chloro-2-phenylethane). Solvent: C(C)(C)(CC)O (t-amyl alcohol), C(C)(C)(CC)O (t-amyl alcohol), C1(=CC=CC=C1)C (toluene). Reaction conditions: time 1 hour. The product is C1(=CC=CC=C1)CCN1N=NC=C1 (1-(2-phenylethyl)-1H-1,2,3-triazole). The yield is 73.1%. Reaction SMILES: [NH:1]1[CH:5]=[CH:4][N:3]=[N:2]1.[I-].[Na+].[OH-].[Na+].Cl[CH2:11][CH2:12][C:13]1[CH:18]=[CH:17][CH:16]=[CH:15][CH:14]=1>C(O)(CC)(C)C.C1(C)C=CC=CC=1>[C:13]1([CH2:12][CH2:11][N:1]2[CH:5]=[CH:4][N:3]=[N:2]2)[CH:18]=[CH:17][CH:16]=[CH:15][CH:14]=1 |f:1.2,3.4|. Procedure: 1,2,3-Triazole (1634 mg, 23.7 mmol), sodium iodide (2364 mg, 15.8 mmol), sodium hydroxide (946 mg, 23.7 mmol) were added to t-amyl alcohol (6.2 ml), and the mixture was refluxed under stirring for 1 hour. 1-Chloro-2-phenylethane (2217 mg, 15.8 mmol) was dissolved in t-amyl alcohol (6.2 ml) and added dropwise under reflux over 1 hour. The mixture was refluxed under stirring for 3.5 hours. The mixture was cooled to room temperature and toluene (50 ml) was added. The mixture was washed with water (...